From a dataset of the Open Reaction Database (ORD), a public repository of structured organic reaction records. describe an organic reaction: reactants, conditions, products, and yield Reactants: [N+](=O)([O-])C1=CC=C(C=C1)OC(\C=C\C=C(\C=1C=NC=CC1)/C1=CC=C(C=C1)OC)=O ((E,E)-5-(4-methoxyphenyl)-5-(3-pyridinyl)-2,4-pentadienoic acid 4-nitrophenyl ester), N1=CC(=CC=C1)CCCCN (3-pyridinebutanamine). Solvent: O1CCCC1 (tetrahydrofuran). Product: COC1=CC=C(C=C1)\C(=C/C=C/C(=O)NCCCCC=1C=NC=CC1)\C=1C=NC=CC1 ((E,E)-5-(4-methoxyphenyl)-5-(3-pyridinyl)-N-[4-(3-pyridinyl)butyl]-2,4-pentadienamide). Yield: 63.5%. Reaction SMILES: [N+](C1C=CC(O[C:11](=[O:30])/[CH:12]=[CH:13]/[CH:14]=[C:15](\[C:22]2[CH:27]=[CH:26][C:25]([O:28][CH3:29])=[CH:24][CH:23]=2)/[C:16]2[CH:17]=[N:18][CH:19]=[CH:20][CH:21]=2)=CC=1)([O-])=O.[N:31]1[CH:36]=[CH:35][CH:34]=[C:33]([CH2:37][CH2:38][CH2:39][CH2:40][NH2:41])[CH:32]=1>O1CCCC1>[CH3:29][O:28][C:25]1[CH:24]=[CH:23][C:22](/[C:15](/[C:16]2[CH:17]=[N:18][CH:19]=[CH:20][CH:21]=2)=[CH:14]\[CH:13]=[CH:12]\[C:11]([NH:41][CH2:40][CH2:39][CH2:38][CH2:37][C:33]2[CH:32]=[N:31][CH:36]=[CH:35][CH:34]=2)=[O:30])=[CH:27][CH:26]=1. Reported procedure: As before in Example 134, a solution of (E,E)-5-(4-methoxyphenyl)-5-(3-pyridinyl)-2,4-pentadienoic acid 4-nitrophenyl ester (1.61 g) and 3-pyridinebutanamine (0.61 g) in tetrahydrofuran (20 mL) was stirred overnight at room temperature. After the usual workup. the crude product was crystallized form ethyl acetate to provide 1.05 g of (E,E)-5-(4-methoxyphenyl)-5-(3-pyridinyl)-N-[4-(3-pyridinyl)butyl]-2,4-pentadienamide, mp 121°-123° C. The reactants are COCC(=O)OC (methyl methoxyacetate), Cl (hydrochloric acid), CC(CCCC)=O (2-Hexanone), [NH2-].[Na+] (sodium amide). The solvent is CCOCC (ether), CCOCC (ether). Conditions: time 12 minute. Product: COCC(CC(CCCC)=O)=O (1-Methoxy-2,4-octandione). Yield: 122.6%. Reaction SMILES: [CH3:1][C:2](=[O:7])[CH2:3][CH2:4][CH2:5][CH3:6].[NH2-].[Na+].[CH3:10][O:11][CH2:12][C:13](OC)=[O:14].Cl>CCOCC>[CH3:10][O:11][CH2:12][C:13](=[O:14])[CH2:1][C:2](=[O:7])[CH2:3][CH2:4][CH2:5][CH3:6] |f:1.2|. Procedure details: 2-Hexanone (96.8 g) was added dropwise over 15 min under nitrogen to a stirred suspension of sodium amide (37.7 g) in dry ether (1 liter) at room temperature. The mixture was stirred for 12 min, a solution of methyl methoxyacetate (50.3 g) in dry ether (150 ml) was added dropwise over 20 min, and the mixture was heated under reflux for 2 h. The mixture was cooled, poured into ice and 2N hydrochloric acid (600 ml) and the aqueous layer extracted with ether (4×300 ml). The organic layers were wash... The reactants are Cl.Cl.CC1=NC=CC(=N1)N1CCC(CC1)N (1-(2-methyl-pyrimidin-4-yl)-piperidin-4-ylamine dihydrochloride), C(C1=CC=CC=C1)C1=NC(=NC(=C1)C)Cl (4-benzyl-2-chloro-6-methylpyrimidin), C(C)(C)N(C(C)C)CC (N,N-diisopropylethyl amine). The solvent is CN1C(CCC1)=O (N-methyl-pyrrolidinone), O (water). The product is C(C1=CC=CC=C1)C1=NC(=NC(=C1)C)NC1CCN(CC1)C1=NC(=NC=C1)C ((4-Benzyl-6-methyl-pyrimidin-2-yl)-[1-(2-methyl-pyrimidin-4-yl)-piperidin-4-yl]-amine), solid. Yield: 21.0%. As a reaction SMILES: Cl.Cl.[CH3:3][C:4]1[N:9]=[C:8]([N:10]2[CH2:15][CH2:14][CH:13]([NH2:16])[CH2:12][CH2:11]2)[CH:7]=[CH:6][N:5]=1.[CH2:17]([C:24]1[CH:29]=[C:28]([CH3:30])[N:27]=[C:26](Cl)[N:25]=1)[C:18]1[CH:23]=[CH:22][CH:21]=[CH:20][CH:19]=1.C(N(CC)C(C)C)(C)C>CN1CCCC1=O.O>[CH2:17]([C:24]1[CH:29]=[C:28]([CH3:30])[N:27]=[C:26]([NH:16][CH:13]2[CH2:14][CH2:15][N:10]([C:8]3[CH:7]=[CH:6][N:5]=[C:4]([CH3:3])[N:9]=3)[CH2:11][CH2:12]2)[N:25]=1)[C:18]1[CH:19]=[CH:20][CH:21]=[CH:22][CH:23]=1 |f:0.1.2|. Procedure: A solution of 1-(2-methyl-pyrimidin-4-yl)-piperidin-4-ylamine dihydrochloride (53 mg, 0.2 mmol), 4-benzyl-2-chloro-6-methylpyrimidin (48.1 mg, 0.22 mmol) and N,N-diisopropylethyl amine (120 L, 0.7 mmol) in N-methyl-pyrrolidinone (1 mL) was heated at 200° C. in a microwave oven for 1 hour. The reaction was diluted with water and extracted twice with ethyl acetate. The combined organic layers were washed with water, dried over sodium sulfate, filtered and concentrated under reduced pressure. The r... The reactants are C[Si](OC(C)=CCC)(C)C (2-trimethylsilyloxy-2-pentene), C(CC(=O)Cl)(=O)Cl (malonyl chloride), C(CC(=O)Cl)(=O)Cl (malonyl chloride). The solvent is CCOCC (ether). Run at temperature -78 celsius. Product: C(C)C=1C(=CC(OC1C)=O)O (5-ethyl-4-hydroxy-6-methyl-2-pyrone). Isolated yield 42.3%. Reaction SMILES: C[Si](C)(C)[O:3][C:4](=[CH:6][CH2:7][CH3:8])[CH3:5].[C:11](Cl)(=[O:16])[CH2:12][C:13](Cl)=[O:14]>CCOCC>[CH2:7]([C:6]1[C:11]([OH:16])=[CH:12][C:13](=[O:14])[O:3][C:4]=1[CH3:5])[CH3:8]. Procedure: In 200 mL of ether, was dissolved 13.6 g (85.9 mmol) of 2-trimethylsilyloxy-2-pentene, and 4.6 mL (47.3 mmol) of malonyl chloride was added dropwise to the solution while stirring the solution at −78° C. After the addition of malonyl chloride, the solution was stirred for 1 hour at −78° C., and then, stirred over night while gradually heating the solution to room temperature. The precipitate was filtered and washed with ether. As a result, 3.08 g (20.0 mmol, 42.3%) of 5-ethyl-4-hydroxy-6-methyl-... Starting materials: CN1CCCC1=O, O=[N+]([O-])c1ccc2nc(-c3cccc(F)c3)cc(Cl)c2c1, [N-]=[N+]=[N-], [Na+]. Yields the product [N-]=[N+]=Nc1cc(-c2cccc(F)c2)nc2ccc([N+](=O)[O-])cc12. Reaction SMILES: [CH3:26][N:27]1[CH2:28][CH2:29][CH2:30][C:31]1=[O:32].[N+:1](=[O:2])([O-:3])[c:4]1[cH:5][c:6]2[c:7]([Cl:21])[cH:8][c:9](-[c:14]3[cH:15][c:16]([F:20])[cH:17][cH:18][cH:19]3)[n:10][c:11]2[cH:12][cH:13]1.[N-:23]=[N+:24]=[N-:25].[Na+:22]>>[N+:1](=[O:2])([O-:3])[c:4]1[cH:5][c:6]2[c:7]([N:23]=[N+:24]=[N-:25])[cH:8][c:9](-[c:14]3[cH:15][c:16]([F:20])[cH:17][cH:18][cH:19]3)[n:10][c:11]2[cH:12][cH:13]1.